From a dataset of the Open Reaction Database (ORD), a public repository of structured organic reaction records. describe an organic reaction: reactants, conditions, products, and yield Product: CC1(C)Cc2cc(Br)ccc2O1. As a reaction SMILES: [Br:12][N:13]1[C:14](=[O:15])[CH2:16][CH2:17][C:18]1=[O:19].[CH3:1][C:2]1([CH3:11])[CH2:3][c:4]2[c:5]([cH:7][cH:8][cH:9][cH:10]2)[O:6]1.[Cl:20][CH:21]([Cl:22])[CH3:23]>>[CH3:1][C:2]1([CH3:11])[CH2:3][c:4]2[c:5]([cH:7][cH:8][c:9]([Br:12])[cH:10]2)[O:6]1. Starting materials: O=C1CCC(=O)N1Br, CC1(C)Cc2ccccc2O1, CC(Cl)Cl. Starting materials: CN1CCOCC1 (N-methylmorpholine), ClC(=O)OCC(C)C (isobutyl chloroformate), C(C1=CC=CC=C1)OC(=O)N1[C@H](C(=O)O)CCC1 (N-benzyloxycarbonyl-L-proline), ( c ), CC1=CC=CC(=C1C(=O)O)NC([C@@H](NC(=O)OC(C)(C)C)CCSC)=O (6-methyl-2-[(N-tert-butoxycarbonyl-L-methionyl)amino]benzoic acid). Run in O1CCCC1 (tetrahydrofuran), CN(C=O)C (N,N-dimethylformamide), Cl.O1CCOCC1 (hydrochloric acid dioxane). Run at time 2 hour. The product is C(C1=CC=CC=C1)OC(=O)N1[C@H](C(=O)N[C@@H](CCSC)C(=O)NC2=C(C(=O)O)C(=CC=C2)C)CCC1 (2-(N-benzyloxycarbonyl-L-prolyl-L-methionyl)amino-6-methylbenzoic acid). Yield: 37.2%. Reaction SMILES: [CH3:1][C:2]1[C:7]([C:8]([OH:10])=[O:9])=[C:6]([NH:11][C:12](=[O:26])[C@H:13]([CH2:22][CH2:23][S:24][CH3:25])[NH:14][C:15]([O:17]C(C)(C)C)=O)[CH:5]=[CH:4][CH:3]=1.CN1CCOCC1.ClC(OCC(C)C)=O.[CH2:42]([O:49][C:50]([N:52]1[CH2:59][CH2:58][CH2:57][C@H:53]1C(O)=O)=[O:51])[C:43]1[CH:48]=[CH:47][CH:46]=[CH:45][CH:44]=1>Cl.O1CCOCC1.O1CCCC1.CN(C)C=O>[CH2:42]([O:49][C:50]([N:52]1[CH2:59][CH2:58][CH2:57][C@H:53]1[C:15]([NH:14][C@H:13]([C:12]([NH:11][C:6]1[CH:5]=[CH:4][CH:3]=[C:2]([CH3:1])[C:7]=1[C:8]([OH:10])=[O:9])=[O:26])[CH2:22][CH2:23][S:24][CH3:25])=[O:17])=[O:51])[C:43]1[CH:44]=[CH:45][CH:46]=[CH:47][CH:48]=1 |f:4.5|. Procedure: 6-methyl-2-[(N-tert-butoxycarbonyl-L-methionyl)amino]benzoic acid (346 mg) was dissolved in 4N-hydrochloric acid/dioxane (2.5 ml) stirred at room temperature for two hours. An N,N-dimethylformamide solution (2.5 ml) containing the residue obtained by concentrating and drying the above reaction solution and N-methylmorpholine (0.21 ml) was added to a tetrahydrofuran mixture, and the resultant solution was stirred at -15° C. for 0.5 hour. This tetrahydrofuran mixture was prepared by adding N-methy... Starting materials: [BH4-], CCO, CC(C)(C)OC(=O)N1CCCC(C(=O)c2cccc(Cl)c2)C1, [Na+]. The product is CC(C)(C)OC(=O)N1CCCC(C(O)c2cccc(Cl)c2)C1. Reaction SMILES: [BH4-:23].[CH3:25][CH2:26][OH:27].[Cl:1][c:2]1[cH:3][c:4]([C:5](=[O:6])[CH:7]2[CH2:8][N:9]([C:13](=[O:14])[O:15][C:16]([CH3:17])([CH3:18])[CH3:19])[CH2:10][CH2:11][CH2:12]2)[cH:20][cH:21][cH:22]1.[Na+:24]>>[Cl:1][c:2]1[cH:3][c:4]([CH:5]([OH:6])[CH:7]2[CH2:8][N:9]([C:13](=[O:14])[O:15][C:16]([CH3:17])([CH3:18])[CH3:19])[CH2:10][CH2:11][CH2:12]2)[cH:20][cH:21][cH:22]1.